This data is from the Open Reaction Database (ORD), a public repository of structured organic reaction records. The task is: describe an organic reaction: reactants, conditions, products, and yield The reactants are C(C1=CC=CC=C1)(C1=CC=CC=C1)=NN (benzophenone hydrazone), CN(C(=N)N(C)C)C (1,1,3,3-tetramethylguanidine), II (iodine), ClC1=CC(=CC=C1)C(=O)OO (m-chloroperbenzoic acid). Run at temperature 0 celsius, time 40 minute. Reported procedure: In 500 ml of dichloromethane were dissolved 58.8 g of benzophenone hydrazone, 42 ml of 1,1,3,3-tetramethylguanidine and 150 mg of iodine, and after the mixed solution was cooled to 0° C. to -5° C., 74 g of m-chloroperbenzoic acid (with a purity of 70%) was added, followed by stirring at 0° C. for 40 minutes. The reaction solution was washed with water and dried over sodium sulfate, and the solvent was distilled off to give diphenyldiazomethane. RXN SMILES: [C:1](=[N:14][NH2:15])([C:8]1[CH:13]=[CH:12][CH:11]=[CH:10][CH:9]=1)[C:2]1[CH:7]=[CH:6][CH:5]=[CH:4][CH:3]=1.CN(C)C(N(C)C)=N.II.ClC1C=CC=C(C(OO)=O)C=1>ClCCl>[C:2]1([C:1]([C:8]2[CH:13]=[CH:12][CH:11]=[CH:10][CH:9]=2)=[N+:14]=[N-:15])[CH:3]=[CH:4][CH:5]=[CH:6][CH:7]=1. The product is C1(=CC=CC=C1)C(=[N+]=[N-])C1=CC=CC=C1 (diphenyldiazomethane). The solvent is ClCCl (dichloromethane).